From a dataset of the Open Reaction Database (ORD), a public repository of structured organic reaction records. describe an organic reaction: reactants, conditions, products, and yield The reactants are C(OCCC(COC1OCCCC1)COC1OCCCC1)(OC=1C(=C2CCC(OC2=C(C1C)C)(CCCC(CCCC(CCCC(C)C)C)C)C)C)=O (4-(2-tetrahydro-pyranyloxy)-3-(2-tetrahydropyranyloxymethyl)butyl 2,5,7,8-tetramethyl-2-(4',8', 12'-trimethyltridecyl)-6-chromanyl carbonate), C1(=CC=C(C=C1)S(=O)(=O)O)C (p-toluenesulfonic acid), O (water). Run in CO (methanol). Run at time 1 hour. Yields the product C(OCCC(CO)CO)(OC=1C(=C2CCC(OC2=C(C1C)C)(CCCC(CCCC(CCCC(C)C)C)C)C)C)=O (4-hydroxy-3-hydroxymethylbutyl 2,5,7,8-tetramethyl-2-(4',8', 12'-trimethyl tridecyl)-6-chromanyl carbonate). Yield: 77.3%. As a reaction SMILES: [C:1](=[O:53])([O:22][C:23]1[C:24]([CH3:52])=[C:25]2[C:30](=[C:31]([CH3:34])[C:32]=1[CH3:33])[O:29][C:28]([CH3:51])([CH2:35][CH2:36][CH2:37][CH:38]([CH3:50])[CH2:39][CH2:40][CH2:41][CH:42]([CH3:49])[CH2:43][CH2:44][CH2:45][CH:46]([CH3:48])[CH3:47])[CH2:27][CH2:26]2)[O:2][CH2:3][CH2:4][CH:5]([CH2:14][O:15]C1CCCCO1)[CH2:6][O:7]C1CCCCO1.C1(C)C=CC(S(O)(=O)=O)=CC=1.O>CO>[C:1](=[O:53])([O:22][C:23]1[C:24]([CH3:52])=[C:25]2[C:30](=[C:31]([CH3:34])[C:32]=1[CH3:33])[O:29][C:28]([CH3:51])([CH2:35][CH2:36][CH2:37][CH:38]([CH3:50])[CH2:39][CH2:40][CH2:41][CH:42]([CH3:49])[CH2:43][CH2:44][CH2:45][CH:46]([CH3:47])[CH3:48])[CH2:27][CH2:26]2)[O:2][CH2:3][CH2:4][CH:5]([CH2:14][OH:15])[CH2:6][OH:7]. Reported procedure: 27.5 g (0.037 mol) of the 4-(2-tetrahydro-pyranyloxy)-3-(2-tetrahydropyranyloxymethyl)butyl 2,5,7,8-tetramethyl-2-(4',8', 12'-trimethyltridecyl)-6-chromanyl carbonate prepared in the above step was dissolved in 300 ml of methanol. To the obtained solution was added 5 g of p-toluenesulfonic acid followed by stirring at room temperature for 1 hour. 1 l of water was added to the reaction mixture and the oily matter thus separated out was extracted with ether. The extract was washed with water and d...